From a dataset of the Open Reaction Database (ORD), a public repository of structured organic reaction records. describe an organic reaction: reactants, conditions, products, and yield Procedure: To a solution of (1S,2R,3R)-2-methyl-3-phenyl-1-[5-(4-trimethylsilanylethynyl-pyrazol-1-yl)-thiophene-2-sulfonylamino]-cyclopropanecarboxylic acid (66 mg, 0.13 mmol) in methanol (1.0 mL) was added potassium carbonate (36 mg, 0.26 mmol) at room temperature. After stirring for 1 hour without any modification, to the mixture was added 5% aqueous potassium hydrogen sulfate solution (3.0 mL). The aqueous layer was extracted three times with ethyl acetate (2.0 mL). The organic layer was washed with wa... RXN SMILES: [CH3:1][C@@H:2]1[C@H:4]([C:5]2[CH:10]=[CH:9][CH:8]=[CH:7][CH:6]=2)[C@:3]1([NH:14][S:15]([C:18]1[S:19][C:20]([N:23]2[CH:27]=[C:26]([C:28]#[C:29][Si](C)(C)C)[CH:25]=[N:24]2)=[CH:21][CH:22]=1)(=[O:17])=[O:16])[C:11]([OH:13])=[O:12].C(=O)([O-])[O-].[K+].[K+].S([O-])(O)(=O)=O.[K+]>CO>[C:28]([C:26]1[CH:25]=[N:24][N:23]([C:20]2[S:19][C:18]([S:15]([NH:14][C@:3]3([C:11]([OH:13])=[O:12])[C@@H:4]([C:5]4[CH:6]=[CH:7][CH:8]=[CH:9][CH:10]=4)[C@H:2]3[CH3:1])(=[O:16])=[O:17])=[CH:22][CH:21]=2)[CH:27]=1)#[CH:29] |f:1.2.3,4.5|. Reaction conditions: time 1 hour. The product is C(#C)C=1C=NN(C1)C1=CC=C(S1)S(=O)(=O)N[C@]1([C@@H]([C@@H]1C1=CC=CC=C1)C)C(=O)O ((1S,2R,3R)-1-[5-(4-ethynyl-pyrazole-1-yl)-thiophene-2-sulfonylamino]-2-methyl-3-phenyl-cyclopropanecarboxylic acid). Starting materials: C[C@H]1[C@]([C@H]1C1=CC=CC=C1)(C(=O)O)NS(=O)(=O)C=1SC(=CC1)N1N=CC(=C1)C#C[Si](C)(C)C ((1S,2R,3R)-2-methyl-3-phenyl-1-[5-(4-trimethylsilanylethynyl-pyrazol-1-yl)-thiophene-2-sulfonylamino]-cyclopropanecarboxylic acid), C([O-])([O-])=O.[K+].[K+] (potassium carbonate), S(=O)(=O)(O)[O-].[K+] (potassium hydrogen sulfate). Yield: 97.2%. Solvent: CO (methanol). The reactants are [Cl-], CCOC(=O)c1cnc2cn[nH]c2c1Cl, O=[N+]([O-])c1cccs1, Nc1cccs1. Yields the product CCOC(=O)c1cnc2cn[nH]c2c1Nc1cccs1. As a reaction SMILES: [Cl-:30].[Cl:1][c:2]1[c:3]2[c:4]([n:5][cH:6][c:7]1[C:8](=[O:9])[O:10][CH2:11][CH3:12])[cH:13][n:14][nH:15]2.[N+:22]([c:23]1[s:24][cH:25][cH:26][cH:27]1)([O-:28])=[O:29].[NH2:16][c:17]1[s:18][cH:19][cH:20][cH:21]1>>[c:2]1([NH:16][c:17]2[s:18][cH:19][cH:20][cH:21]2)[c:3]2[c:4]([n:5][cH:6][c:7]1[C:8](=[O:9])[O:10][CH2:11][CH3:12])[cH:13][n:14][nH:15]2.